Task: describe an organic reaction: reactants, conditions, products, and yield. Dataset: the Open Reaction Database (ORD), a public repository of structured organic reaction records Reactants: CN(C(C1=CC=CC=C1)=O)CC\C=C\C1=CC(=CC=C1)N ((E)-N-methyl-N-(4-(3-aminophenyl)-3-buten-1-yl)benzamide). Run in CO.CCN(CC)CC (CH3OH Et3N). Yields the product CNCC\C=C\C1=CC(=CC=C1)N ((E)-N-Methyl-4-(3-aminophenyl)-3-buten-1-amine). RXN SMILES: [CH3:1][N:2]([CH2:11][CH2:12]/[CH:13]=[CH:14]/[C:15]1[CH:20]=[CH:19][CH:18]=[C:17]([NH2:21])[CH:16]=1)C(=O)C1C=CC=CC=1>CO.CCN(CC)CC>[CH3:1][NH:2][CH2:11][CH2:12]/[CH:13]=[CH:14]/[C:15]1[CH:20]=[CH:19][CH:18]=[C:17]([NH2:21])[CH:16]=1 |f:1.2|. Procedure details: A solution of (E)-N-methyl-N-[4-(3-aminophenyl)-3-buten-1-yl]benzamide (1.52 g, 5.42 mmol) in 6 M HCl solution (55 mL) was stirred and heated under reflux at 105° C. (oil bath temperature) for 17.5 h. The resulting dark-brown solution was allowed to cool to ambient temperature and was further cooled to 0° C. A 20% NaOH solution (85 mL) was carefully added with stirring giving pH 13. The resulting mixture was extracted with CHCl3 (3×50 mL). The combined tan CHCl3 extracts were washed with saturat... Starting materials: ClC1=C(OC=2C=CC(=C(C(=O)O)C2)[N+](=O)[O-])C=CC(=C1)C(F)(F)F (5-(2-Chloro-4-trifluoromethylphenoxy)-2-nitrobenzoic acid), C1(CCCCC1)NC1CCCCC1 (dicyclohexylamine). Run in C(OC)COC (glyme). Product: ClC1=C(OC=2C=CC(=C(C(=O)[O-])C2)[N+](=O)[O-])C=CC(=C1)C(F)(F)F.C1(CCCCC1)[NH2+]C1CCCCC1 (Dicyclohexylammonium 5-(2-Chloro-4-trifluoromethylphenoxy)-2-nitrobenzoate). Isolated yield 59.9%. RXN SMILES: [Cl:1][C:2]1[CH:20]=[C:19]([C:21]([F:24])([F:23])[F:22])[CH:18]=[CH:17][C:3]=1[O:4][C:5]1[CH:6]=[CH:7][C:8]([N+:14]([O-:16])=[O:15])=[C:9]([CH:13]=1)[C:10]([OH:12])=[O:11].[CH:25]1([NH:31][CH:32]2[CH2:37][CH2:36][CH2:35][CH2:34][CH2:33]2)[CH2:30][CH2:29][CH2:28][CH2:27][CH2:26]1>C(COC)OC>[Cl:1][C:2]1[CH:20]=[C:19]([C:21]([F:22])([F:23])[F:24])[CH:18]=[CH:17][C:3]=1[O:4][C:5]1[CH:6]=[CH:7][C:8]([N+:14]([O-:16])=[O:15])=[C:9]([CH:13]=1)[C:10]([O-:12])=[O:11].[CH:32]1([NH2+:31][CH:25]2[CH2:26][CH2:27][CH2:28][CH2:29][CH2:30]2)[CH2:33][CH2:34][CH2:35][CH2:36][CH2:37]1 |f:3.4|. Procedure: 5-(2-Chloro-4-trifluoromethylphenoxy)-2-nitrobenzoic acid (3.0 g, 0.0083 mole) is dissolved in glyme (20 ml) and dicyclohexylamine (1.64 g, 0.0091 mole) is added at room temperature while stirring. The solvent is removed in vacuo, the residue triturated with petroleum ether (bp 30°-60° C.) and dried to give 2.7 g of product, mp 197°-9° C. Yields the product C(C)(=O)OC(C1(COC(OC1)C1=CC=C(C=C1)N(C)C)C)C (2-[4-(Dimethylamino)phenyl]-α,5-dimethyl-1,3-dioxan-5-methanol acetate). As a reaction SMILES: [CH3:1][N:2]([CH3:19])[C:3]1[CH:8]=[CH:7][C:6]([CH:9]2[O:14][CH2:13][C:12]([CH3:18])([CH:15]([CH3:17])[OH:16])[CH2:11][O:10]2)=[CH:5][CH:4]=1.N1C=CC=CC=1.[C:26](Cl)(=[O:28])[CH3:27].O>C1C=CC=CC=1>[C:26]([O:16][CH:15]([CH3:17])[C:12]1([CH3:18])[CH2:11][O:10][CH:9]([C:6]2[CH:5]=[CH:4][C:3]([N:2]([CH3:19])[CH3:1])=[CH:8][CH:7]=2)[O:14][CH2:13]1)(=[O:28])[CH3:27]. Solvent: C1=CC=CC=C1 (benzene). Procedure: 2-[4-(Dimethylamino)phenyl]-α,5-dimethyl-1,3-dioxan-5-methanol (195 mg), dry pyridine (2.0 ml), and acetyl chloride (1.0 ml), in benzene (10 ml) were refluxed for 3 hrs. The cooled mixture was poured into water and extracted with ethyl acetate. The combined extracts were washed with water, dried (MgSO4), and evaporated. The residue was purified by preparative layer chromatography on silica gel (eluting with benzeneethyl acetate 5:1) and distilled to give an oil, b.p. 155°-160°/0.05 torr. Starting materials: O (water), CN(C1=CC=C(C=C1)C1OCC(CO1)(C(O)C)C)C (2-[4-(Dimethylamino)phenyl]-α,5-dimethyl-1,3-dioxan-5-methanol), N1=CC=CC=C1 (pyridine), C(C)(=O)Cl (acetyl chloride). Reactants: CC1CNC(C)CN1, CC#N, O=[N+]([O-])c1ccc(F)cc1. Yields the product CC1CN(c2ccc([N+](=O)[O-])cc2)C(C)CN1. Reaction SMILES: [CH3:11][CH:12]1[NH:13][CH2:14][CH:15]([CH3:18])[NH:16][CH2:17]1.[CH3:19][C:20]#[N:21].[F:1][c:2]1[cH:3][cH:4][c:5]([N+:8](=[O:9])[O-:10])[cH:6][cH:7]1>>[c:2]1([N:13]2[CH:12]([CH3:11])[CH2:17][NH:16][CH:15]([CH3:18])[CH2:14]2)[cH:3][cH:4][c:5]([N+:8](=[O:9])[O-:10])[cH:6][cH:7]1. Reactants: CCO, CCOC(=O)CP(=O)(OCC)OCC, [H-], [Na+], O=C1Cc2ccccc2CCc2ccccc21. Yields the product CCOC(=O)CC1=Cc2ccccc2CCc2ccccc21. Reaction SMILES: [CH3:34][CH2:35][OH:36].[CH3:3][CH2:4][O:5][C:6](=[O:7])[CH2:8][P:9]([O:10][CH2:11][CH3:12])([O:13][CH2:14][CH3:15])=[O:16].[H-:1].[Na+:2].[cH:17]1[cH:18][cH:19][cH:20][c:21]2[c:22]1[CH2:23][CH2:24][c:25]1[c:26]([cH:30][cH:31][cH:32][cH:33]1)[CH2:27][C:28]2=[O:29]>>[CH3:3][CH2:4][O:5][C:6](=[O:7])[CH2:8][C:28]1=[CH:27][c:26]2[c:25]([cH:33][cH:32][cH:31][cH:30]2)[CH2:24][CH2:23][c:22]2[cH:17][cH:18][cH:19][cH:20][c:21]21.